Dataset: the Open Reaction Database (ORD), a public repository of structured organic reaction records. Task: describe an organic reaction: reactants, conditions, products, and yield The reactants are CO, CCCC(C(O)C(=O)NC1CC1)N(Cc1ccccc1)Cc1ccccc1, [OH-], [OH-], [Pd+2]. Yields the product CCCC(N)C(O)C(=O)NC1CC1. As a reaction SMILES: [CH3:28][OH:29].[CH:1]1([NH:4][C:5]([CH:6]([CH:7]([CH2:8][CH2:9][CH3:10])[N:11]([CH2:12][c:13]2[cH:14][cH:15][cH:16][cH:17][cH:18]2)[CH2:19][c:20]2[cH:21][cH:22][cH:23][cH:24][cH:25]2)[OH:26])=[O:27])[CH2:2][CH2:3]1.[OH-:30].[OH-:32].[Pd+2:31]>>[CH:1]1([NH:4][C:5]([CH:6]([CH:7]([CH2:8][CH2:9][CH3:10])[NH2:11])[OH:26])=[O:27])[CH2:2][CH2:3]1. Starting materials: IC1=C(N=NC(=C1)C1=CC=NC=C1)OC (4-Iodo-3-methoxy-6-pyridin-4-yl-pyridazine), C(C)(C)(C)OC(=O)N1C(=CC2=CC=CC=C12)B(O)O (1-(tert-butoxycarbonyl)indole-2-boronic acid), C([O-])([O-])=O.[K+].[K+] (potassium carbonate), C1(=CC=CC=C1)P(C1=CC=CC=C1)C1=CC=CC=C1 (triphenylphosphine). Reagents/catalysts: C(C)(=O)[O-].[Pd+2].C(C)(=O)[O-] (palladium (II) acetate). The solvent is C(C)(=O)OCC (ethyl acetate), COCCOC (DME), O (water). The product is C(C)(C)(C)OC(=O)N1C(=CC2=CC=CC=C12)C1=C(N=NC(=C1)C1=CC=NC=C1)OC (2-(3-Methoxy-6-pyridin-4-yl-pyridazin-4-yl)-indole-1-carboxylic acid tert-butyl ester). RXN SMILES: I[C:2]1[CH:7]=[C:6]([C:8]2[CH:13]=[CH:12][N:11]=[CH:10][CH:9]=2)[N:5]=[N:4][C:3]=1[O:14][CH3:15].[C:16]([O:20][C:21]([N:23]1[C:31]2[C:26](=[CH:27][CH:28]=[CH:29][CH:30]=2)[CH:25]=[C:24]1B(O)O)=[O:22])([CH3:19])([CH3:18])[CH3:17].C(=O)([O-])[O-].[K+].[K+].C1(P(C2C=CC=CC=2)C2C=CC=CC=2)C=CC=CC=1>COCCOC.O.C([O-])(=O)C.[Pd+2].C([O-])(=O)C.C(OCC)(=O)C>[C:16]([O:20][C:21]([N:23]1[C:31]2[C:26](=[CH:27][CH:28]=[CH:29][CH:30]=2)[CH:25]=[C:24]1[C:2]1[CH:7]=[C:6]([C:8]2[CH:13]=[CH:12][N:11]=[CH:10][CH:9]=2)[N:5]=[N:4][C:3]=1[O:14][CH3:15])=[O:22])([CH3:19])([CH3:17])[CH3:18] |f:2.3.4,8.9.10|. Procedure details: Argon is passed for 30 min through a suspension of 55 mg 4-Iodo-3-methoxy-6-pyridin-4-yl-pyridazine, 55 mg 1-(tert-butoxycarbonyl)indole-2-boronic acid, 53.5 mg potassium carbonate, and 18.5 mg triphenylphosphine in 0.8 ml DME and 0.7 ml water. 4 mg palladium (II) acetate is added, and the mixture is stirred under reflux for 3 h. The product is isolated by extraction with ethyl acetate and purified by chromatography on silica gel yielding 27.5 mg 2-(3-Methoxy-6-pyridin-4-yl-pyridazin-4-yl)-indol...